From a dataset of the Open Reaction Database (ORD), a public repository of structured organic reaction records. describe an organic reaction: reactants, conditions, products, and yield Starting materials: CCN(CC)CCNC(=O)C1=C(NC(=C1C)/C=C\2/C3=C(C=CC(=C3)F)NC2=O)C (sunitinib base), C(C(O)CC(=O)O)(=O)O (Malic acid), C1(=CC=CC=C1)C (toluene). The solvent is CN1C(CCC1)=O (N-methyl pyrrolidone). Conditions: temperature 0 celsius, time 1 hour. Product: CCN(CC)CCNC(=O)C=1C(=C(NC1C)/C=C\2/C=3C=C(C=CC3NC2=O)F)C.C([C@@H](C(=O)O)O)C(=O)O (Sunitinib Malate). RXN SMILES: [CH3:1][CH2:2][N:3]([CH2:6][CH2:7][NH:8][C:9]([C:11]1[C:15]([CH3:16])=[C:14](/[CH:17]=[C:18]2/[C:19]3[CH:24]=[C:23]([F:25])[CH:22]=[CH:21][C:20]=3[NH:26][C:27]/2=[O:28])[NH:13][C:12]=1[CH3:29])=[O:10])[CH2:4][CH3:5].[C:30]([OH:38])(=[O:37])[CH:31]([CH2:33][C:34]([OH:36])=[O:35])[OH:32].C1(C)C=CC=CC=1>CN1CCCC1=O>[CH3:1][CH2:2][N:3]([CH2:6][CH2:7][NH:8][C:9]([C:11]1[C:15]([CH3:16])=[C:14](/[CH:17]=[C:18]2/[C:19]3[CH:24]=[C:23]([F:25])[CH:22]=[CH:21][C:20]=3[NH:26][C:27]/2=[O:28])[NH:13][C:12]=1[CH3:29])=[O:10])[CH2:4][CH3:5].[CH2:33]([C:34]([OH:36])=[O:35])[C@H:31]([OH:32])[C:30]([OH:38])=[O:37] |f:4.5|. Reported procedure: 1 g of sunitinib base was dissolved in 3 ml of N-methyl pyrrolidone, at RT 0.336 g of Malic acid added (as a solid): the solution was heated to 40° C. than 15 ml of toluene was added and precipitation was observed. The suspension was kept at 40° C. for 1 hour than cooled to 0° C., filtered and washed with toluene. Dried at 60° C. under vacuum for 16 h. Reactants: ClC=1C=CC(=C(C1)C1=NN(C=C1NC(=O)C=1C=NN2C1N=CC=C2)CC2OC2)OC(F)F (N-[3-[5-chloro-2-(difluoromethoxy)phenyl]-1-(oxiran-2-ylmethyl)-1H-pyrazol-4-yl]pyrazolo[1,5-a]pyrimidine-3-carboxamide), CCN(C(C)C)C(C)C (DIEA), N1CCOCC1 (morpholine). The solvent is CN(C=O)C (N,N-dimethylformamide), C(C)(=O)OCC (ethyl acetate). Reaction conditions: temperature 60 celsius, time 8 hour. The product is ClC=1C=CC(=C(C1)C1=NN(C=C1NC(=O)C=1C=NN2C1N=CC=C2)CC(CN2CCOCC2)O)OC(F)F (N-[3-[5-chloro-2-(difluoromethoxy)phenyl]-1-[2-hydroxy-3-(morpholin-4-yl)propyl]-1H-pyrazol-4-yl]pyrazolo[1,5-a]pyrimidine-3-carboxamide). Yield: 66.4%. Reaction SMILES: [Cl:1][C:2]1[CH:3]=[CH:4][C:5]([O:29][CH:30]([F:32])[F:31])=[C:6]([C:8]2[C:12]([NH:13][C:14]([C:16]3[CH:17]=[N:18][N:19]4[CH:24]=[CH:23][CH:22]=[N:21][C:20]=34)=[O:15])=[CH:11][N:10]([CH2:25][CH:26]3[CH2:28][O:27]3)[N:9]=2)[CH:7]=1.CCN(C(C)C)C(C)C.[NH:42]1[CH2:47][CH2:46][O:45][CH2:44][CH2:43]1>CN(C)C=O.C(OCC)(=O)C>[Cl:1][C:2]1[CH:3]=[CH:4][C:5]([O:29][CH:30]([F:32])[F:31])=[C:6]([C:8]2[C:12]([NH:13][C:14]([C:16]3[CH:17]=[N:18][N:19]4[CH:24]=[CH:23][CH:22]=[N:21][C:20]=34)=[O:15])=[CH:11][N:10]([CH2:25][CH:26]([OH:27])[CH2:28][N:42]3[CH2:47][CH2:46][O:45][CH2:44][CH2:43]3)[N:9]=2)[CH:7]=1. Procedure details: To a solution of N-[3-[5-chloro-2-(difluoromethoxy)phenyl]-1-(oxiran-2-ylmethyl)-1H-pyrazol-4-yl]pyrazolo[1,5-a]pyrimidine-3-carboxamide (50 mg, 0.11 mmol) in N,N-dimethylformamide (1 mL), DIEA (67 mg, 0.518 mmol) and morpholine (14 mg, 0.161 mmol) was added at room temperature. The resulting solution was stirred at 60° C. overnight, cooled, diluted with 30 mL of ethyl acetate, washed with 2×10 mL of water and 2×10 mL of brine. The organic layer was dried over anhydrous sodium sulfate and concen... The product is NC(=O)CN1C(=O)C(N)C(c2ccc(Cl)cc2)Sc2ccccc21. Reactants: CO, CCOC(=O)CN1C(=O)C(N)C(c2ccc(Cl)cc2)Sc2ccccc21, N. RXN SMILES: [CH3:28][OH:29].[NH2:1][CH:2]1[CH:3]([c:20]2[cH:21][cH:22][c:23]([Cl:26])[cH:24][cH:25]2)[S:4][c:5]2[c:6]([cH:16][cH:17][cH:18][cH:19]2)[N:7]([CH2:10][C:11](=[O:12])[O:13][CH2:14][CH3:15])[C:8]1=[O:9].[NH3:27]>>[NH2:1][CH:2]1[CH:3]([c:20]2[cH:21][cH:22][c:23]([Cl:26])[cH:24][cH:25]2)[S:4][c:5]2[c:6]([cH:16][cH:17][cH:18][cH:19]2)[N:7]([CH2:10][C:11](=[O:12])[NH2:27])[C:8]1=[O:9]. Reactants: O=C([O-])O, NCCO, [Na+], C1CCOC1, O, O=C(Cl)OCC1c2ccccc2-c2ccccc21. Yields the product O=C(NCCO)OCC1c2ccccc2-c2ccccc21. Reaction SMILES: [C:5](=[O:6])([OH:7])[O-:8].[NH2:1][CH2:2][CH2:3][OH:4].[Na+:9].[O:28]1[CH2:29][CH2:30][CH2:31][CH2:32]1.[OH2:33].[cH:10]1[cH:11][cH:12][cH:13][c:14]2[c:22]1[CH:21]([CH2:23][O:24][C:25](=[O:26])[Cl:27])[c:20]1[c:15]-2[cH:16][cH:17][cH:18][cH:19]1>>[NH:1]([CH2:2][CH2:3][OH:4])[C:25]([O:24][CH2:23][CH:21]1[c:20]2[c:15]([cH:16][cH:17][cH:18][cH:19]2)-[c:14]2[cH:13][cH:12][cH:11][cH:10][c:22]21)=[O:26]. Starting materials: CCCCc1nc(C)c(Br)c(=O)n1Cc1ccc(-c2ccccc2C#N)cc1F, O=C([O-])[O-], C1COCCO1, CCOC(C)=O, [Cs+], [Cs+], OB(O)c1ccc2c(c1)CCO2. Yields the product CCCCc1nc(C)c(-c2ccc3c(c2)CCO3)c(=O)n1Cc1ccc(-c2ccccc2C#N)cc1F. Reaction SMILES: [Br:1][c:2]1[c:3]([CH3:29])[n:4][c:5]([CH2:25][CH2:26][CH2:27][CH3:28])[n:6]([CH2:9][c:10]2[c:11]([F:24])[cH:12][c:13](-[c:16]3[c:17]([C:22]#[N:23])[cH:18][cH:19][cH:20][cH:21]3)[cH:14][cH:15]2)[c:7]1=[O:8].[C:42](=[O:43])([O-:44])[O-:45].[CH2:48]1[O:49][CH2:50][CH2:51][O:52][CH2:53]1.[CH3:54][CH2:55][O:56][C:57](=[O:58])[CH3:59].[Cs+:46].[Cs+:47].[O:30]1[CH2:31][CH2:32][c:33]2[c:34]1[cH:35][cH:36][c:37]([B:39]([OH:40])[OH:41])[cH:38]2>>[c:2]1(-[c:37]2[cH:36][cH:35][c:34]3[c:33]([cH:38]2)[CH2:32][CH2:31][O:30]3)[c:3]([CH3:29])[n:4][c:5]([CH2:25][CH2:26][CH2:27][CH3:28])[n:6]([CH2:9][c:10]2[c:11]([F:24])[cH:12][c:13](-[c:16]3[c:17]([C:22]#[N:23])[cH:18][cH:19][cH:20][cH:21]3)[cH:14][cH:15]2)[c:7]1=[O:8]. Starting materials: C(C(C)(C)C)N1CCC2(CC1)CN(C1=CC=CC=C12)C1=C(C=CC=C1)NC(=S)NC(C1=CC=CC=C1)=O (N-(2-(1′-neopentylspiro[indoline-3,4′-piperidine]-1-yl)phenylcarbamothioyl)benzamide), [Li+].[OH-] (LiOH). Run in C1CCOC1.CO (THF MeOH). Run at temperature 50 celsius, time 2 hour. Yields the product C(C(C)(C)C)N1CCC2(CC1)CN(C1=CC=CC=C12)C1=C(C=CC=C1)NC(=S)N (1-(2-(1′-neopentylspiro[indoline-3,4′-piperidine]-1-yl)phenyl)thiourea). Yield: 75.2%. Reaction SMILES: [CH2:1]([N:6]1[CH2:11][CH2:10][C:9]2([C:19]3[C:14](=[CH:15][CH:16]=[CH:17][CH:18]=3)[N:13]([C:20]3[CH:25]=[CH:24][CH:23]=[CH:22][C:21]=3[NH:26][C:27]([NH:29]C(=O)C3C=CC=CC=3)=[S:28])[CH2:12]2)[CH2:8][CH2:7]1)[C:2]([CH3:5])([CH3:4])[CH3:3].[Li+].[OH-]>C1COCC1.CO>[CH2:1]([N:6]1[CH2:7][CH2:8][C:9]2([C:19]3[C:14](=[CH:15][CH:16]=[CH:17][CH:18]=3)[N:13]([C:20]3[CH:25]=[CH:24][CH:23]=[CH:22][C:21]=3[NH:26][C:27]([NH2:29])=[S:28])[CH2:12]2)[CH2:10][CH2:11]1)[C:2]([CH3:5])([CH3:4])[CH3:3] |f:1.2,3.4|. Procedure: A mixture of 20g (138 mg, 0.27 mmol) and 1 N LiOH (0.5 mL) in THF/MeOH (2:1, 3 mL) was stirred at 50° C. for 2 h. The reaction was concentrated and the residue was extracted with EtOAc. The combined organic layers were dried over magnesium sulfate, concentrated and purified by flash chromatography (silica gel, 0-10% MeOH/DCM) to give 20h as yellow solid (83 mg). LC-MS m/z 409.0 [M+H]+. Starting materials: NC(CO)CO (2-amino-1,3-propanediol), C(CCCCCCCCCCCCCCCCC)Br (octadecyl bromide), C(C1=CC=CC=C1)Br (benzyl bromide), [H-].[Na+] (sodium hydride). Solvent: C1CCOC1 (THF). Yields the product C(CCCCCCCCCCCCCCCCC)OCC(COCC1=CC=CC=C1)N (1-Octadecyloxy-3-benzyloxy-2-aminopropane). As a reaction SMILES: [NH2:1][CH:2]([CH2:5][OH:6])[CH2:3][OH:4].[H-].[Na+].[CH2:9](Br)[CH2:10][CH2:11][CH2:12][CH2:13][CH2:14][CH2:15][CH2:16][CH2:17][CH2:18][CH2:19][CH2:20][CH2:21][CH2:22][CH2:23][CH2:24][CH2:25][CH3:26].[CH2:28](Br)[C:29]1[CH:34]=[CH:33][CH:32]=[CH:31][CH:30]=1>C1COCC1>[CH2:9]([O:4][CH2:3][CH:2]([NH2:1])[CH2:5][O:6][CH2:28][C:29]1[CH:34]=[CH:33][CH:32]=[CH:31][CH:30]=1)[CH2:10][CH2:11][CH2:12][CH2:13][CH2:14][CH2:15][CH2:16][CH2:17][CH2:18][CH2:19][CH2:20][CH2:21][CH2:22][CH2:23][CH2:24][CH2:25][CH3:26] |f:1.2|. Reported procedure: A solution of 2-amino-1,3-propanediol in THF is added dropwise with vigorous stirring to a suspension of sodium hydride over a period of 45 minutes to 2 hrs. The reaction mixture is stirred at room temperature for an additional hr and sequentially treated with a solution of one equivalent each of octadecyl bromide and benzyl bromide, respectively. The reaction mixture is stirred at room temperature for 4-14 hrs. The reaction mixture is worked up by extraction with methylene chloride. The methyle...